From a dataset of the Open Reaction Database (ORD), a public repository of structured organic reaction records. describe an organic reaction: reactants, conditions, products, and yield Starting materials: C(C)(C)(C)OC(=O)N1CC2=CC=C(C=C2CC1)CO (6-hydroxymethyl-3,4-dihydro-1H-isoquinoline-2-carboxylic acid tert-butyl ester), ClC1=C(C=C(C=C1)O)C(F)(F)F (4-chloro-3-trifluoromethyl-phenol), C1=CC=C(C=C1)P(C2=CC=CC=C2)C3=CC=CC=C3 (PPh3), N(=NC(=O)N1CCCCC1)C(=O)N1CCCCC1 (1,1′-(azodicarbonyl)-dipiperidine). Solvent: C(Cl)Cl (CH2Cl2), C(Cl)Cl (CH2Cl2). Reaction conditions: time 8 hour. Yields the product C(C)(C)(C)OC(=O)N1CC2=CC=C(C=C2CC1)COC1=CC(=C(C=C1)Cl)C(F)(F)F (6-(4-chloro-3-trifluoromethyl-phenoxymethyl)-3,4-dihydro-1H-isoquinoline-2-carboxylic acid tert-butyl ester). Isolated yield 49.0%. RXN SMILES: [C:1]([O:5][C:6]([N:8]1[CH2:17][CH2:16][C:15]2[C:10](=[CH:11][CH:12]=[C:13]([CH2:18][OH:19])[CH:14]=2)[CH2:9]1)=[O:7])([CH3:4])([CH3:3])[CH3:2].[Cl:20][C:21]1[CH:26]=[CH:25][C:24](O)=[CH:23][C:22]=1[C:28]([F:31])([F:30])[F:29].C1C=CC(P(C2C=CC=CC=2)C2C=CC=CC=2)=CC=1.N(C(N1CCCCC1)=O)=NC(N1CCCCC1)=O>C(Cl)Cl>[C:1]([O:5][C:6]([N:8]1[CH2:17][CH2:16][C:15]2[C:10](=[CH:11][CH:12]=[C:13]([CH2:18][O:19][C:24]3[CH:25]=[CH:26][C:21]([Cl:20])=[C:22]([C:28]([F:31])([F:30])[F:29])[CH:23]=3)[CH:14]=2)[CH2:9]1)=[O:7])([CH3:4])([CH3:2])[CH3:3]. Reported procedure: To a solution of 6-hydroxymethyl-3,4-dihydro-1H-isoquinoline-2-carboxylic acid tert-butyl ester (85 mg, 0.323 mmol) in CH2Cl2 (1.5 mL) is added a solution of 4-chloro-3-trifluoromethyl-phenol (76 mg, 1.23 eq.) in CH2Cl2 (0.5 mL), PPh3 (127 mg, 1.5 eq.), and 1,1′-(azodicarbonyl)-dipiperidine (122 mg, 1.5 eq.). The mixture is stirred at room temperature overnight. All the solvent is removed under reduced pressure and the mixture is purified by column chromatography (silica gel, EtOAc/Hexane, gradi...